From a dataset of the Open Reaction Database (ORD), a public repository of structured organic reaction records. describe an organic reaction: reactants, conditions, products, and yield Isolated yield 85.4%. RXN SMILES: [CH:1]1([C:4]2[N:8]([C:9]3[CH:14]=[C:13]([S:15](Cl)(=[O:17])=[O:16])[CH:12]=[CH:11][C:10]=3[Cl:19])[N:7]=[CH:6][C:5]=2[C:20]([O:22][CH2:23][CH3:24])=[O:21])[CH2:3][CH2:2]1.[CH3:25][NH:26][CH3:27]>C(Cl)Cl>[CH:1]1([C:4]2[N:8]([C:9]3[CH:14]=[C:13]([S:15]([N:26]([CH3:27])[CH3:25])(=[O:17])=[O:16])[CH:12]=[CH:11][C:10]=3[Cl:19])[N:7]=[CH:6][C:5]=2[C:20]([O:22][CH2:23][CH3:24])=[O:21])[CH2:3][CH2:2]1. Run at time 15 minute. Reactants: C1(CC1)C1=C(C=NN1C1=C(C=CC(=C1)S(=O)(=O)Cl)Cl)C(=O)OCC (ethyl 5-cyclopropyl-1-(2-chloro-5-{chlorosulfonyl}phenyl)-1H-pyrazole-4-carboxylate), CNC (dimethylamine). Reported procedure: A solution of ethyl 5-cyclopropyl-1-(2-chloro-5-{chlorosulfonyl}phenyl)-1H-pyrazole-4-carboxylate (0.315 g, 0.812 mmol) in CH2Cl2 (3 mL) was treated at 23° C. with dimethylamine (2 M in THF, 3 mL, 6 mmol). The resulting mixture was stirred for 15 min and concentrated in vacuo. The residue was partitioned between EtOAc and HCl (0.1 M aq). The organic layer was washed with brine, dried over MgSO4, filtered and concentrated in vacuo. The residue was purified by Flash 40S™ chromatography (65:35 hexa... Solvent: C(Cl)Cl (CH2Cl2). The product is C1(CC1)C1=C(C=NN1C1=C(C=CC(=C1)S(=O)(=O)N(C)C)Cl)C(=O)OCC (Ethyl 5-cyclopropyl-1-(2-chloro-5-{dimethylaminosulfonyl}phenyl)-1H-pyrazole-4-carboxylate). The reactants are [Al+3], O=C(O)Cc1ccc(Br)cc1Cl, CN1C(=O)COc2ccccc21, [Cl-], [Cl-], [Cl-], [Cl-]. Product: CN1C(=O)COc2ccc(C(=O)Cc3ccc(Br)cc3Cl)cc21. Reaction SMILES: [Al+3:27].[Br:1][c:2]1[cH:3][c:4]([Cl:12])[c:5]([CH2:8][C:9](=[O:10])[OH:11])[cH:6][cH:7]1.[CH3:14][N:15]1[C:16](=[O:25])[CH2:17][O:18][c:19]2[c:20]1[cH:21][cH:22][cH:23][cH:24]2.[Cl-:13].[Cl-:26].[Cl-:28].[Cl-:29]>>[Br:1][c:2]1[cH:3][c:4]([Cl:12])[c:5]([CH2:8][C:9](=[O:11])[c:22]2[cH:21][c:20]3[c:19]([cH:24][cH:23]2)[O:18][CH2:17][C:16](=[O:25])[N:15]3[CH3:14])[cH:6][cH:7]1. The reactants are Fc1ccc(C(F)(F)F)cn1, CC(C)(O)CC1(c2ccccc2)CCN(C2CCNC2)C(=O)O1. Product: CC(C)(O)CC1(c2ccccc2)CCN(C2CCN(c3ccc(C(F)(F)F)cn3)C2)C(=O)O1. RXN SMILES: [F:24][c:25]1[n:26][cH:27][c:28]([C:31]([F:32])([F:33])[F:34])[cH:29][cH:30]1.[OH:1][C:2]([CH2:3][C:4]1([c:16]2[cH:17][cH:18][cH:19][cH:20][cH:21]2)[CH2:5][CH2:6][N:7]([CH:11]2[CH2:12][NH:13][CH2:14][CH2:15]2)[C:8](=[O:10])[O:9]1)([CH3:22])[CH3:23]>>[OH:1][C:2]([CH2:3][C:4]1([c:16]2[cH:17][cH:18][cH:19][cH:20][cH:21]2)[CH2:5][CH2:6][N:7]([CH:11]2[CH2:12][N:13]([c:25]3[n:26][cH:27][c:28]([C:31]([F:32])([F:33])[F:34])[cH:29][cH:30]3)[CH2:14][CH2:15]2)[C:8](=[O:10])[O:9]1)([CH3:22])[CH3:23]. Reactants: [N+](=O)([O-])C=1C=C2C(=NNC2=CC1)O (5-nitro-1H-indazol-3-ol), C(OCC)(=O)Cl (ethyl carbonochloridate). Run in N1=CC=CC=C1 (pyridine). Run at temperature 70 celsius. Product: OC1=NN(C2=CC=C(C=C12)[N+](=O)[O-])C(=O)OCC (ethyl 3-hydroxy-5-nitro-1H-indazole-1-carboxylate). The yield is 89.6%. As a reaction SMILES: [N+:1]([C:4]1[CH:5]=[C:6]2[C:10](=[CH:11][CH:12]=1)[NH:9][N:8]=[C:7]2[OH:13])([O-:3])=[O:2].[C:14](Cl)(=[O:18])[O:15][CH2:16][CH3:17]>N1C=CC=CC=1>[OH:13][C:7]1[C:6]2[C:10](=[CH:11][CH:12]=[C:4]([N+:1]([O-:3])=[O:2])[CH:5]=2)[N:9]([C:14]([O:15][CH2:16][CH3:17])=[O:18])[N:8]=1. Reported procedure: To a solution of 5-nitro-1H-indazol-3-ol (1.00 g, 5.60 mmol) in pyridine (6.0 mL) was added ethyl carbonochloridate (0.590 μL, 6.14 mmol) and the reaction mixture was heated to 70° C. After 3 hr the reaction mixture was cooled to RT and evaporated in vacuo. The residue was triturated with water (50 mL) to afford ethyl 3-hydroxy-5-nitro-1H-indazole-1-carboxylate as a yellow solid (1.26 g, 85%); Rt 1.70 min (Method 2, acidic); m/z 252 (M+H)+ (ES+).